The task is: describe an organic reaction: reactants, conditions, products, and yield. This data is from the Open Reaction Database (ORD), a public repository of structured organic reaction records. Reactants: BrCC(=O)NC1=C(C=C(C(=C1)OC)OC)C(CC1=CC(=C(C=C1)Cl)Cl)=O (2-Bromo-N-{2-[2-(3,4-dichloro-phenyl)-acetyl]-4,5-dimethoxy-phenyl}-acetamide), N (Ammonia). The solvent is ClCCl (dichloromethane), CO (methanol). Conditions: temperature 40 celsius. The product is ClC=1C=C(CC=2C3=C(NC(CN2)=O)C=C(C(=C3)OC)OC)C=CC1Cl (5-(3,4-Dichloro-benzyl)-7,8-dimethoxy-1,3-dihydro-benzo[e][1,4]diazepin-2-one). Isolated yield 35.0%. Reaction SMILES: Br[CH2:2][C:3]([NH:5][C:6]1[CH:11]=[C:10]([O:12][CH3:13])[C:9]([O:14][CH3:15])=[CH:8][C:7]=1[C:16](=O)[CH2:17][C:18]1[CH:23]=[CH:22][C:21]([Cl:24])=[C:20]([Cl:25])[CH:19]=1)=[O:4].[NH3:27]>CO.ClCCl>[Cl:25][C:20]1[CH:19]=[C:18]([CH:23]=[CH:22][C:21]=1[Cl:24])[CH2:17][C:16]1[C:7]2[CH:8]=[C:9]([O:14][CH3:15])[C:10]([O:12][CH3:13])=[CH:11][C:6]=2[NH:5][C:3](=[O:4])[CH2:2][N:27]=1. Procedure details: 2-Bromo-N-{2-[2-(3,4-dichloro-phenyl)-acetyl]-4,5-dimethoxy-phenyl}-acetamide (5.25 g, 11.39 mmol) was placed at −10° C. under nitrogen. Ammonia in methanol (7N, 55 ml) was added dropwise at −10° C. and the reaction mixture was heated at 40° C. for 2.5 h, and then at reflux (75° C.) for 1 h. The solvent was evaporated under vacuum yielding a yellow solid which was dissolved in dichloromethane and washed with water. The organic phase was dried over magnesium sulfate, filtered and evaporated to dr...